Dataset: the Open Reaction Database (ORD), a public repository of structured organic reaction records. Task: describe an organic reaction: reactants, conditions, products, and yield The reactants are COc3ccc(N(c1ccccc1)c2ccccc2)cc3 (substrate), Cc1ccc([Mg]Br)cc1 (effective_coupling_partner). Reagents/catalysts: C1-CDC. Run at temperature 60 celsius, time 4 hour. The product is Cc4ccc(c3ccc(N(c1ccccc1)c2ccccc2)cc3)cc4. Starting materials: C(=O)(OCC1=CC=CC=C1)N[C@@H](CC(C)C)C=O (N-carbobenzoxy-L-leucinal), S(=O)(O)[O-].[Na+] (sodium hydrogen sulfite), [C-]#N.[K+] (potassium cyanide). Reaction SMILES: S([O-])(O)=O.[Na+].[C:6]([NH:16][C@H:17]([CH:22]=[O:23])[CH2:18][CH:19]([CH3:21])[CH3:20])([O:8][CH2:9][C:10]1[CH:15]=[CH:14][CH:13]=[CH:12][CH:11]=1)=[O:7].[C-:24]#[N:25].[K+]>O.C(OCC)(=O)C>[C:6]([NH:16][CH:17]([CH2:18][CH:19]([CH3:20])[CH3:21])[CH:22]([OH:23])[C:24]#[N:25])([O:8][CH2:9][C:10]1[CH:15]=[CH:14][CH:13]=[CH:12][CH:11]=1)=[O:7] |f:0.1,3.4|. Run at time 14 hour. Run in O (water), O (water), C(C)(=O)OCC (ethyl acetate). The product is C(=O)(OCC1=CC=CC=C1)NC(C(C#N)O)CC(C)C (3-carbobenzoxyamino-2-hydroxy-5-methylhexanenitrile). Procedure details: A solution containing 3.43 g of sodium hydrogen sulfite in 20 ml of water was added to 2.81 g of N-carbobenzoxy-L-leucinal, and the mixture was stirred for 14 hours under ice-cooling. A solution of 1.41 g of potassium cyanide in 50 ml of water and 200 ml of ethyl acetate were added to the reaction mixture, and the mixture was stirred for 4 hours at room temperature. The ethyl acetate layer was washed with a saturated sodium chloride aqueous solution, dried over anhydrous magnesium sulfate, and e... Isolated yield 81.6%. Reactants: C(C1=CC=CC=C1)N1CCC(CC1)CC1=NC2=C(N1)C=CC=C2 (1-benzyl-4-((1H-benzimidazol-2-yl)methyl)piperidine), C(=O)[O-].[NH4+] (ammonium formate). Reagents/catalysts: [Pd] (palladium on carbon). The solvent is CO (MeOH). Product: N1C(=NC2=C1C=CC=C2)CC2CCNCC2.C(=O)O (4-((1H-Benzimidazol-2-yl)methyl)piperidine HCOOH). The yield is 65.5%. As a reaction SMILES: C([N:8]1[CH2:13][CH2:12][CH:11]([CH2:14][C:15]2[NH:19][C:18]3[CH:20]=[CH:21][CH:22]=[CH:23][C:17]=3[N:16]=2)[CH2:10][CH2:9]1)C1C=CC=CC=1.[CH:24]([O-:26])=[O:25].[NH4+]>[Pd].CO>[NH:16]1[C:17]2[CH:23]=[CH:22][CH:21]=[CH:20][C:18]=2[N:19]=[C:15]1[CH2:14][CH:11]1[CH2:12][CH2:13][NH:8][CH2:9][CH2:10]1.[CH:24]([OH:26])=[O:25] |f:1.2,5.6|. Procedure details: A mixture of 66 mg of 1-benzyl-4-((1H-benzimidazol-2-yl)methyl)piperidine (from EXAMPLE 164, Step A), 66 mg of 10% palladium on carbon and 68 mg of ammonium formate in 10 mL of MeOH was heated at reflux for 3 h. The mixture was cooled and filtered through celite. Concentration afforded 37 mg of the title compound as a foamy solid. Reactants: CC(C)(C)O, C=CCC(Cc1c(Cl)cc(OCc2ccccc2)cc1Cl)C(=O)N1C(=O)OCC1Cc1ccccc1, C1CCOC1, [O-][I+3]([O-])([O-])[O-], [Na+], O. The product is O=CCC(Cc1c(Cl)cc(OCc2ccccc2)cc1Cl)C(=O)N1C(=O)OCC1Cc1ccccc1. RXN SMILES: [C:42]([OH:43])([CH3:44])([CH3:45])[CH3:46].[CH2:1]([c:2]1[cH:3][cH:4][cH:5][cH:6][cH:7]1)[CH:8]1[N:9]([C:14]([CH:15]([CH2:16][CH:17]=[CH2:18])[CH2:19][c:20]2[c:21]([Cl:35])[cH:22][c:23]([O:27][CH2:28][c:29]3[cH:30][cH:31][cH:32][cH:33][cH:34]3)[cH:24][c:25]2[Cl:26])=[O:36])[C:10](=[O:13])[O:11][CH2:12]1.[CH2:37]1[CH2:40][CH2:39][CH2:38][O:41]1.[I+3:47]([O-:48])([O-:49])([O-:50])[O-:51].[Na+:52].[OH2:53]>>[CH2:1]([c:2]1[cH:3][cH:4][cH:5][cH:6][cH:7]1)[CH:8]1[N:9]([C:14]([CH:15]([CH2:16][CH:17]=[O:41])[CH2:19][c:20]2[c:21]([Cl:35])[cH:22][c:23]([O:27][CH2:28][c:29]3[cH:30][cH:31][cH:32][cH:33][cH:34]3)[cH:24][c:25]2[Cl:26])=[O:36])[C:10](=[O:13])[O:11][CH2:12]1. Starting materials: CN(C=O)C (dimethylformamide), ClC1=C(C=C2C(C(=CN(C2=N1)C1CC1)C(=O)O)=O)F (7-Chloro-1-cyclopropyl-6-fluoro-1,4-dihydro-4-oxo-1,8-naphthyridine-3-carboxylic acid), C(C(=O)Cl)(=O)Cl (oxalyl chloride), C(C(=O)Cl)(=O)Cl (Oxalyl chloride). Reaction conditions: temperature 0 celsius, time 90 minute. As a reaction SMILES: [Cl:1][C:2]1[N:11]=[C:10]2[C:5]([C:6](=[O:18])[C:7]([C:15]([OH:17])=[O:16])=[CH:8][N:9]2[CH:12]2[CH2:14][CH2:13]2)=[CH:4][C:3]=1[F:19].CN(C)C=O.[C:25](Cl)(=O)[C:26](Cl)=O>C(O)C.ClCCl>[CH2:25]([O:16][C:15]([C:7]1[C:6](=[O:18])[C:5]2[C:10](=[N:11][C:2]([Cl:1])=[C:3]([F:19])[CH:4]=2)[N:9]([CH:12]2[CH2:14][CH2:13]2)[CH:8]=1)=[O:17])[CH3:26]. Reported procedure: 7-Chloro-1-cyclopropyl-6-fluoro-1,4-dihydro-4-oxo-1,8-naphthyridine-3-carboxylic acid, (U.S. Pat. No. 4,663,457) (20.0 g, 71 mmol) and dimethylformamide (0.5 mL) were added to dichloromethane (750 mL) to give a tan slurry. Oxalyl chloride (7.4 mL, 85 mmol) was added to this slurry over one minute and the reaction mixture stirred for 90 minutes, then an additional 2.0 mL of oxalyl chloride was added and stirring continued for 60 minutes. To the resulting brown solution was added absolute ethanol ... Run in ClCCl (dichloromethane), C(C)O (ethanol), C(C)O (ethanol). Yields the product C(C)OC(=O)C1=CN(C2=NC(=C(C=C2C1=O)F)Cl)C1CC1 (7-Chloro-1-cyclopropyl-6-fluoro-1,4-dihydro-4-oxo-1,8-naphthyridine-3-carboxylic acid ethyl ester). The yield is 50.0%. Starting materials: COC(=O)C(Cc1ccc(-c2c(C)ccn(C)c2=O)cc1)NC(=O)OC(C)(C)C, Cl, C1COCCO1. Yields the product COC(=O)C(N)Cc1ccc(-c2c(C)ccn(C)c2=O)cc1, Cl. RXN SMILES: [CH3:1][O:2][C:3]([CH:4]([NH:5][C:6]([O:7][C:8]([CH3:9])([CH3:10])[CH3:11])=[O:12])[CH2:13][c:14]1[cH:15][cH:16][c:17](-[c:20]2[c:21](=[O:28])[n:22]([CH3:27])[cH:23][cH:24][c:25]2[CH3:26])[cH:18][cH:19]1)=[O:29].[ClH:30].[O:31]1[CH2:32][CH2:33][O:34][CH2:35][CH2:36]1>>[CH3:1][O:2][C:3]([CH:4]([NH2:5])[CH2:13][c:14]1[cH:15][cH:16][c:17](-[c:20]2[c:21](=[O:28])[n:22]([CH3:27])[cH:23][cH:24][c:25]2[CH3:26])[cH:18][cH:19]1)=[O:29].[ClH:30]. The reactants are CCOC(C)=O, Cc1ccc(S(C)(=O)=O)cc1[N+](=O)[O-], O=[Pt]. Product: Cc1ccc(S(C)(=O)=O)cc1N. RXN SMILES: [CH3:15][CH2:16][O:17][C:18]([CH3:19])=[O:20].[CH3:1][S:2](=[O:3])(=[O:4])[c:5]1[cH:6][c:7]([N+:12]([O-:13])=[O:14])[c:8]([CH3:11])[cH:9][cH:10]1.[Pt:21]=[O:22]>>[CH3:1][S:2](=[O:3])(=[O:4])[c:5]1[cH:6][c:7]([NH2:12])[c:8]([CH3:11])[cH:9][cH:10]1.